From a dataset of the Open Reaction Database (ORD), a public repository of structured organic reaction records. describe an organic reaction: reactants, conditions, products, and yield Starting materials: COC(=O)C1=NN(N=C1C=O)C (5-formyl-2-methyl-2H-1,2,3-triazole-4-carboxylic acid methyl ester), [BH4-].[Na+] (NaBH4). Solvent: CO (methanol). Conditions: time 1 hour. Yields the product COC(=O)C1=NN(N=C1CO)C (5-hydroxymethyl-2-methyl-2H-1,2,3-triazole-4-carboxylic acid methyl ester). The yield is 81.3%. Reaction SMILES: [CH3:1][O:2][C:3]([C:5]1[C:9]([CH:10]=[O:11])=[N:8][N:7]([CH3:12])[N:6]=1)=[O:4].[BH4-].[Na+]>CO>[CH3:1][O:2][C:3]([C:5]1[C:9]([CH2:10][OH:11])=[N:8][N:7]([CH3:12])[N:6]=1)=[O:4] |f:1.2|. Reported procedure: 2.6 g (13.3 mmol) of 5-formyl-2-methyl-2H-1,2,3-triazole-4-carboxylic acid methyl ester (see Example 2a) in methanol (100 ml) was treated with NaBH4 (601 mg) under stirring for 1 hour at ambient temperature. The reaction mixture was quenched with saturated aqueous ammonium chloride solution, extracted with ethyl acetate, dried with Na2SO4 and evaporated to give the crude as an oil. Purification on silica gel in ethyl acetate:hexane (2:1) yielded 1.85 g (81%) of the crystalline product, m.p. 112-...